This data is from the Open Reaction Database (ORD), a public repository of structured organic reaction records. The task is: describe an organic reaction: reactants, conditions, products, and yield The reactants are Cc1cccnc1OCC(O)CNCc1ccccc1, CCOC(C)=O. The product is Cc1cccnc1OCC(O)CN. RXN SMILES: [CH2:1]([c:2]1[cH:3][cH:4][cH:5][cH:6][cH:7]1)[NH:8][CH2:9][CH:10]([CH2:11][O:12][c:13]1[n:14][cH:15][cH:16][cH:17][c:18]1[CH3:19])[OH:20].[CH3:21][CH2:22][O:23][C:24](=[O:25])[CH3:26]>>[NH2:8][CH2:9][CH:10]([CH2:11][O:12][c:13]1[n:14][cH:15][cH:16][cH:17][c:18]1[CH3:19])[OH:20]. The reactants are ethyl ester, ClC=1C=CC2=C([C@H](O[C@@H](C(N2CC2=C(C=C(C=C2)OC)OC)=O)CC(=O)O)C2=C(C=CC=C2)Cl)C1 (trans-7-chloro-5-(2-chlorophenyl)-1-(2,4-dimethoxybenzyl)-2-oxo-1,2,3,5-tetrahydro-4,1-benzoxazepine-3-acetic acid), [OH-].[Na+] (sodium hydroxide). Run in Cl (hydrochloric acid), CO (methanol). Conditions: time 30 minute. Product: C(C1=CC=CC=C1)N1C([C@H](O[C@H](C2=C1C=CC=C2)C2=CC=CC=C2)CCC(=O)O)=O (cis-1-benzyl-2-oxo-5-phenyl-1,2,3,5-tetrahydro-4,1-benzoxazepine-3-propionic acid). As a reaction SMILES: Cl[C:2]1[CH:3]=[CH:4][C:5]2[N:11]([CH2:12][C:13]3[CH:18]=[CH:17][C:16](OC)=[CH:15][C:14]=3OC)[C:10](=[O:23])[C@@H:9](CC(O)=O)[O:8][C@H:7]([C:28]3[CH:33]=[CH:32][CH:31]=[CH:30][C:29]=3Cl)[C:6]=2[CH:35]=1.[OH-:36].[Na+]>CO.Cl>[CH2:12]([N:11]1[C:5]2[CH:4]=[CH:3][CH:2]=[CH:35][C:6]=2[C@H:7]([C:28]2[CH:29]=[CH:30][CH:31]=[CH:32][CH:33]=2)[O:8][C@H:9]([CH2:5][CH2:6][C:7]([OH:8])=[O:36])[C:10]1=[O:23])[C:13]1[CH:14]=[CH:15][CH:16]=[CH:17][CH:18]=1 |f:1.2|. Reported procedure: In 20 ml of methanol was dissolved 0.5 g of ethyl ester of cis-1-benzyl-2-oxo-5-phenyl-1,2,3,5-tetrahydro-4,1-benzoxazepine-3-propionic acid obtained in Example 8. To the solution was added 7 ml of 1N sodium hydroxide, and the mixture was stirred for 30 minutes at room temperature. The reaction mixture was acidified with 100 ml of IN hydrochloric acid, which was subjected to extraction with 150 ml of ethyl acetate. The ethyl acetate layer was washed with water and dried over anhydrous magnesium ...